From a dataset of the Open Reaction Database (ORD), a public repository of structured organic reaction records. describe an organic reaction: reactants, conditions, products, and yield Reactants: CNC(NC1=CC=C(C=C1)CCC1=NC=CC=C1)=S (2-[2-{4-(3-methylthioureido)phenyl}ethyl]pyridine), BrBr (bromine), resultant mixture. Solvent: C(Cl)(Cl)Cl (chloroform). Product: N1=C(C=CC=C1)CCC1=CC2=C(N=C(S2)NC)C=C1 (6-[2-(2-pyridyl)ethyl]-2-methylaminobenzothiazole). Isolated yield 14.2%. As a reaction SMILES: [CH3:1][NH:2][C:3](=[S:19])[NH:4][C:5]1[CH:10]=[CH:9][C:8]([CH2:11][CH2:12][C:13]2[CH:18]=[CH:17][CH:16]=[CH:15][N:14]=2)=[CH:7][CH:6]=1.BrBr>C(Cl)(Cl)Cl>[N:14]1[CH:15]=[CH:16][CH:17]=[CH:18][C:13]=1[CH2:12][CH2:11][C:8]1[CH:7]=[CH:6][C:5]2[N:4]=[C:3]([NH:2][CH3:1])[S:19][C:10]=2[CH:9]=1. Procedure: To a solution of 2-[2-{4-(3-methylthioureido)phenyl}ethyl]pyridine (7.1 g) in chloroform (100 ml) was dropwise added a bromine (4.6 g) at ambient temperature under stirring and the mixture was stirred at the same temperature for one hour. Further, the resultant mixture was refluxed under stirring for hours. The reaction mixture was evaporated in vacuo and the residue was heated with 10% hydrochloric acid (100 ml) for one hour at 70° to 80° C. The resultant mixture was washed with ethyl acetate. ... Starting materials: CCO, CI, [Na+], [OH-], O, O=S1(=O)NC(=S)c2cscc21. Reaction SMILES: [CH3:12][CH2:13][OH:14].[I:17][CH3:18].[Na+:16].[OH-:15].[OH2:19].[S:1]1(=[O:10])(=[O:11])[NH:2][C:3](=[S:9])[c:4]2[c:5]1[cH:6][s:7][cH:8]2>>[S:1]1(=[O:10])(=[O:11])[N:2]=[C:3]([S:9][CH3:12])[c:4]2[c:5]1[cH:6][s:7][cH:8]2. Product: CSC1=NS(=O)(=O)c2cscc21. The reactants are FC1=C(C=C(C=C1)C1=NC=CC=C1C=1C=NC(=CC1)CN)C ((2′-(4-fluoro-3-methylphenyl)-[3,3′-bipyridin]-6-yl)methanamine), CCN(C(C)C)C(C)C (i-Pr2NEt), ClC(C(=O)OCC)=O (Ethyl 2-chloro-2-oxoacetate). The solvent is C(Cl)Cl (CH2Cl2). Reaction conditions: time 10 minute. Product: FC1=C(C=C(C=C1)C1=NC=CC=C1C=1C=NC(=CC1)CNC(C(=O)OCC)=O)C (ethyl 2-(((2′-(4-fluoro-3-methylphenyl)-[3,3′-bipyridin]-6-yl)methyl)amino)-2-oxoacetate). RXN SMILES: [F:1][C:2]1[CH:7]=[CH:6][C:5]([C:8]2[C:13]([C:14]3[CH:15]=[N:16][C:17]([CH2:20][NH2:21])=[CH:18][CH:19]=3)=[CH:12][CH:11]=[CH:10][N:9]=2)=[CH:4][C:3]=1[CH3:22].CCN(C(C)C)C(C)C.Cl[C:33](=[O:39])[C:34]([O:36][CH2:37][CH3:38])=[O:35]>C(Cl)Cl>[F:1][C:2]1[CH:7]=[CH:6][C:5]([C:8]2[C:13]([C:14]3[CH:15]=[N:16][C:17]([CH2:20][NH:21][C:33](=[O:39])[C:34]([O:36][CH2:37][CH3:38])=[O:35])=[CH:18][CH:19]=3)=[CH:12][CH:11]=[CH:10][N:9]=2)=[CH:4][C:3]=1[CH3:22]. Reported procedure: To a stirring solution of (2′-(4-fluoro-3-methylphenyl)-[3,3′-bipyridin]-6-yl)methanamine (2.0 g) in CH2Cl2 (30 mL) under nitrogen atmosphere, i-Pr2NEt (2.6 mL) was added and stirred for 10 min at room temperature. Ethyl 2-chloro-2-oxoacetate (1.1 mL) as neat was added dropwise for 10 min. After 1 h, the reaction mixture was concentrated, partitioned between CH2Cl2 (75 mL)/aq. NaCl (20 mL) and the organic layer was separated. Usual workup and purification by chromatography (Combiflash® companion... Reactants: BrB(Br)Br, ClCCl, COc1ccn2nc(-c3ccc(F)cc3)c(-c3ccncc3)c2c1. Yields the product Oc1ccn2nc(-c3ccc(F)cc3)c(-c3ccncc3)c2c1. Reaction SMILES: [B:25]([Br:26])([Br:27])[Br:28].[Cl:29][CH2:30][Cl:31].[F:1][c:2]1[cH:3][cH:4][c:5](-[c:8]2[n:9][n:10]3[c:11]([cH:12][c:13]([O:16][CH3:17])[cH:14][cH:15]3)[c:18]2-[c:19]2[cH:20][cH:21][n:22][cH:23][cH:24]2)[cH:6][cH:7]1>>[F:1][c:2]1[cH:3][cH:4][c:5](-[c:8]2[n:9][n:10]3[c:11]([cH:12][c:13]([OH:16])[cH:14][cH:15]3)[c:18]2-[c:19]2[cH:20][cH:21][n:22][cH:23][cH:24]2)[cH:6][cH:7]1. Reactants: CCCON, O=Cc1ccc(CCOc2c(Cl)cc(OCC=C(Cl)Cl)cc2Cl)cc1, Cl, Cl, c1ccncc1. Product: CCCON=Cc1ccc(CCOc2c(Cl)cc(OCC=C(Cl)Cl)cc2Cl)cc1. RXN SMILES: [CH2:27]([CH2:28][CH3:29])[O:30][NH2:31].[Cl:1][c:2]1[c:3]([O:4][CH2:5][CH2:6][c:7]2[cH:8][cH:9][c:10]([CH:11]=[O:12])[cH:13][cH:14]2)[c:15]([Cl:25])[cH:16][c:17]([O:19][CH2:20][CH:21]=[C:22]([Cl:23])[Cl:24])[cH:18]1.[ClH:26].[ClH:32].[cH:33]1[cH:34][cH:35][n:36][cH:37][cH:38]1>>[Cl:1][c:2]1[c:3]([O:4][CH2:5][CH2:6][c:7]2[cH:8][cH:9][c:10]([CH:11]=[N:31][O:30][CH2:27][CH2:28][CH3:29])[cH:13][cH:14]2)[c:15]([Cl:25])[cH:16][c:17]([O:19][CH2:20][CH:21]=[C:22]([Cl:23])[Cl:24])[cH:18]1.